This data is from the Open Reaction Database (ORD), a public repository of structured organic reaction records. The task is: describe an organic reaction: reactants, conditions, products, and yield The reactants are IC1=CC=CC=C1 (iodobenzene), C=CC1=CC=CC=C1 (styrene). The reagents and catalysts are [Pd] (palladium), C(C)(=O)[O-].C(CCC)[N+](CCCC)(CCCC)CCCC (tetrabutylammonium acetate). The product is C1(=CC=CC=C1)C=CC1=CC=CC=C1 (stilbene). The yield is 79.9%. Conditions: temperature 60 celsius, time 12 hour. Solvent: CN(C)C=O (DMF). Procedure: In a 60 ml miniautoclave, 85 mg of palladium in sol-gel matrix (cf. Example 71, metal content 0.1%) are suspended in 20 ml of DMF. After 2 mmol of iodobenzene, 2 mmol of styrene, and 4 mmol of tetrabutylammonium acetate have been added, heating at 60° C. is performed with shaking. After 12 h, 288 mg of stilbene can be isolated from the reaction solution. This corresponds to an 80% yield. Reaction SMILES: I[C:2]1[CH:7]=[CH:6][CH:5]=[CH:4][CH:3]=1.[CH2:8]=[CH:9][C:10]1[CH:15]=[CH:14][CH:13]=[CH:12][CH:11]=1>CN(C=O)C.C([O-])(=O)C.C([N+](CCCC)(CCCC)CCCC)CCC.[Pd]>[C:2]1([CH:8]=[CH:9][C:10]2[CH:15]=[CH:14][CH:13]=[CH:12][CH:11]=2)[CH:7]=[CH:6][CH:5]=[CH:4][CH:3]=1 |f:3.4|. Reactants: BrC=1C=C(SC1C1=CC=C(C2=CC=CC=C12)C)C#N (4-bromo-5-(4-methylnaphthalen-1-yl)thiophene-2-carbonitrile), ClC1=CC(=C(C=C1)B(O)O)C (4-chloro-2-methylphenylboronic acid), [F-].[K+] (KF). The reagents and catalysts are C=1C=CC(=CC1)/C=C/C(=O)/C=C/C2=CC=CC=C2.C=1C=CC(=CC1)/C=C/C(=O)/C=C/C2=CC=CC=C2.C=1C=CC(=CC1)/C=C/C(=O)/C=C/C2=CC=CC=C2.[Pd].[Pd] (Pd2(dba)3). Yields the product ClC1=CC(=C(C=C1)C=1C=C(SC1C1=CC=C(C2=CC=CC=C12)C)C#N)C (4-(4-Chloro-2-methylphenyl)-5-(4-methylnaphthalen-1-yl)thiophene-2-carbonitrile). Isolated yield 90.6%. RXN SMILES: Br[C:2]1[CH:3]=[C:4]([C:18]#[N:19])[S:5][C:6]=1[C:7]1[C:16]2[C:11](=[CH:12][CH:13]=[CH:14][CH:15]=2)[C:10]([CH3:17])=[CH:9][CH:8]=1.[Cl:20][C:21]1[CH:26]=[CH:25][C:24](B(O)O)=[C:23]([CH3:30])[CH:22]=1.[F-].[K+]>C1C=CC(/C=C/C(/C=C/C2C=CC=CC=2)=O)=CC=1.C1C=CC(/C=C/C(/C=C/C2C=CC=CC=2)=O)=CC=1.C1C=CC(/C=C/C(/C=C/C2C=CC=CC=2)=O)=CC=1.[Pd].[Pd]>[Cl:20][C:21]1[CH:26]=[CH:25][C:24]([C:2]2[CH:3]=[C:4]([C:18]#[N:19])[S:5][C:6]=2[C:7]2[C:16]3[C:11](=[CH:12][CH:13]=[CH:14][CH:15]=3)[C:10]([CH3:17])=[CH:9][CH:8]=2)=[C:23]([CH3:30])[CH:22]=1 |f:2.3,4.5.6.7.8|. Procedure details: A round-bottomed flask was charged with 4-bromo-5-(4-methylnaphthalen-1-yl)thiophene-2-carbonitrile (203 mg, 0.62 mmol), 4-chloro-2-methylphenylboronic acid (119 mg, 0.70 mmol), Pd2(dba)3 (9.2 mg, 0.010 mmol) and KF (126 mg, 2.17). After degassed, dioxane (2.0 mL) and P(Bu-t)3 (0.15 mL, 0.2M, 0.03 mmol) was added. The reaction mixture was stirred at rt until complete. 20 mL of water was added, and the reaction mixture was extracted with ethyl acetate. The organic phase was dried over anhydrous s... Reactants: O (water), OC[C@@H]1C[C@@H](CCC1)COC(C(=O)OC(C)(C)C)(C)C (tert-butyl 2-((1R,3S)-3-hydroxymethylcyclohexylmethoxy)-2-methylpropionate), C(C)C1=C(N=C(O1)C1=CC=C(C=C1)C(F)(F)F)CI (5-ethyl-4-iodomethyl-2-(4-trifluoromethylphenyl)oxazole), [H-].[Na+] (sodium hydride). Solvent: CC(C)(C)OC (MTBE), CC(C)(C)OC (MTBE). Yields the product C(C)C1=C(N=C(O1)C1=CC=C(C=C1)C(F)(F)F)COC[C@H]1C[C@H](CCC1)COC(C(=O)OC(C)(C)C)(C)C (tert-Butyl 2-{(1S,3R)-3-[5-ethyl-2-(4-trifluoromethylphenyl)oxazol-4-ylmethoxymethyl]cyclohexylmethoxy}-2-methylpropionate). As a reaction SMILES: [OH:1][CH2:2][C@H:3]1[CH2:8][CH2:7][CH2:6][C@@H:5]([CH2:9][O:10][C:11]([CH3:20])([CH3:19])[C:12]([O:14][C:15]([CH3:18])([CH3:17])[CH3:16])=[O:13])[CH2:4]1.[H-].[Na+].[CH2:23]([C:25]1[O:29][C:28]([C:30]2[CH:35]=[CH:34][C:33]([C:36]([F:39])([F:38])[F:37])=[CH:32][CH:31]=2)=[N:27][C:26]=1[CH2:40]I)[CH3:24].O>CC(OC)(C)C>[CH2:23]([C:25]1[O:29][C:28]([C:30]2[CH:31]=[CH:32][C:33]([C:36]([F:38])([F:39])[F:37])=[CH:34][CH:35]=2)=[N:27][C:26]=1[CH2:40][O:1][CH2:2][C@@H:3]1[CH2:8][CH2:7][CH2:6][C@H:5]([CH2:9][O:10][C:11]([CH3:20])([CH3:19])[C:12]([O:14][C:15]([CH3:18])([CH3:17])[CH3:16])=[O:13])[CH2:4]1)[CH3:24] |f:1.2|. Procedure details: 300 mg of tert-butyl 2-((1R,3S)-3-hydroxymethylcyclohexylmethoxy)-2-methylpropionate are dissolved in 10 ml of MTBE, and 50 mg of sodium hydride (60% in mineral oil) are added. After gas evolution ceases, 600 mg of 5-ethyl-4-iodomethyl-2-(4-trifluoromethylphenyl)oxazole are added, and the suspension is heated under reflux overnight. After addition of water and MTBE, the phases are separated, and the organic phase is washed with saturated sodium chloride solution, dried over MgSO4 and concentrate...